From a dataset of the Open Reaction Database (ORD), a public repository of structured organic reaction records. describe an organic reaction: reactants, conditions, products, and yield The reactants are C(C=C)NC(C1=CC=CC=C1)=O (N-allylbenzamide), S(O)(O)(=O)=O (sulfuric acid). Product: CC1CN=C(O1)C1=CC=CC=C1 (5-methyl-2-phenyl-2-oxazoline). As a reaction SMILES: [CH2:1]([NH:4][C:5](=[O:12])[C:6]1[CH:11]=[CH:10][CH:9]=[CH:8][CH:7]=1)[CH:2]=[CH2:3].S(=O)(=O)(O)O>>[CH3:3][CH:2]1[O:12][C:5]([C:6]2[CH:11]=[CH:10][CH:9]=[CH:8][CH:7]=2)=[N:4][CH2:1]1. Procedure: The methods (1) to (6) will be described more specifically. For example, as the method (1), potassium hydroxide or acetic anhydride is reacted to 2-chloroethylformamide to provide 2-oxazoline, and the case where 2-bromoethylbenzamide is used provides 2-phenyl-2-oxazoline (see, for example Non-patent Document 1). As the method (2), thionyl chloride is reacted to 2-formamide ethanol to provide 2-oxazoline, and N-(2-hydroxyethyl)benzamide is heated with phosphorous pentoxide to provide 2-phenyl-2-o... The reactants are CO, O=S(=O)(O)O, O=C(O)CCc1cnoc1-c1ccccc1. Yields the product COC(=O)CCc1cnoc1-c1ccccc1. As a reaction SMILES: [CH3:22][OH:23].[S:17](=[O:18])(=[O:19])([OH:20])[OH:21].[c:1]1(-[c:7]2[c:8]([CH2:12][CH2:13][C:14](=[O:15])[OH:16])[cH:9][n:10][o:11]2)[cH:2][cH:3][cH:4][cH:5][cH:6]1>>[c:1]1(-[c:7]2[c:8]([CH2:12][CH2:13][C:14](=[O:15])[O:16][CH3:22])[cH:9][n:10][o:11]2)[cH:2][cH:3][cH:4][cH:5][cH:6]1.